Dataset: the Open Reaction Database (ORD), a public repository of structured organic reaction records. Task: describe an organic reaction: reactants, conditions, products, and yield The reactants are CC(C)(C)[Si](C)(C)Cl, Cc1c(F)cc(C(=O)NC2CC2)cc1-c1ccc2c(=O)n(CC(C)(C)CO)cc(C=O)c2c1, CN(C)C=O, O, c1c[nH]cn1. Product: Cc1c(F)cc(C(=O)NC2CC2)cc1-c1ccc2c(=O)n(CC(C)(C)CO[Si](C)(C)C(C)(C)C)cc(C=O)c2c1. As a reaction SMILES: [C:34]([CH3:35])([CH3:36])([CH3:37])[Si:38]([Cl:39])([CH3:40])[CH3:41].[CH:1]1([NH:4][C:5]([c:6]2[cH:7][c:8]([F:32])[c:9]([CH3:31])[c:10](-[c:12]3[cH:13][c:14]4[c:15]([CH:29]=[O:30])[cH:16][n:17]([CH2:23][C:24]([CH2:25][OH:26])([CH3:27])[CH3:28])[c:18](=[O:22])[c:19]4[cH:20][cH:21]3)[cH:11]2)=[O:33])[CH2:2][CH2:3]1.[O:47]=[CH:48][N:49]([CH3:50])[CH3:51].[OH2:52].[nH:42]1[cH:43][cH:44][n:45][cH:46]1>>[CH:1]1([NH:4][C:5]([c:6]2[cH:7][c:8]([F:32])[c:9]([CH3:31])[c:10](-[c:12]3[cH:13][c:14]4[c:15]([CH:29]=[O:30])[cH:16][n:17]([CH2:23][C:24]([CH2:25][O:26][Si:38]([C:34]([CH3:35])([CH3:36])[CH3:37])([CH3:40])[CH3:41])([CH3:27])[CH3:28])[c:18](=[O:22])[c:19]4[cH:20][cH:21]3)[cH:11]2)=[O:33])[CH2:2][CH2:3]1. Reaction SMILES: [C:12]12([C:22](=[O:23])[OH:24])[CH2:13][CH:14]3[CH2:15][CH:16]([CH2:17][CH:18]([CH2:19]1)[CH2:20]3)[CH2:21]2.[CH2:25]1[CH2:26][CH2:27][CH:28]([N:29]=[C:30]=[N:31][CH:32]2[CH2:33][CH2:34][CH2:35][CH2:36][CH2:37]2)[CH2:38][CH2:39]1.[CH3:1][N:2]1[C:3](=[O:4])[N:5]([CH3:11])[C:6](=[O:7])[CH2:8][C:9]1=[O:10].[CH3:40][N:41]([CH3:42])[c:43]1[cH:44][cH:45][n:46][cH:47][cH:48]1.[Cl:49][CH2:50][Cl:51]>>[CH3:1][N:2]1[C:3](=[O:4])[N:5]([CH3:11])[C:6](=[O:7])[CH:8]([C:22]([C:12]23[CH2:13][CH:14]4[CH2:15][CH:16]([CH2:17][CH:18]([CH2:19]2)[CH2:20]4)[CH2:21]3)=[O:23])[C:9]1=[O:10]. Reactants: O=C(O)C12CC3CC(CC(C3)C1)C2, C(=NC1CCCCC1)=NC1CCCCC1, CN1C(=O)CC(=O)N(C)C1=O, CN(C)c1ccncc1, ClCCl. The product is CN1C(=O)C(C(=O)C23CC4CC(CC(C4)C2)C3)C(=O)N(C)C1=O. Starting materials: O=C1Nc2ccccc2N2CCc3cccc1c32, C#CCBr, CN(C)C=O, [H-], [Na+], [Na+], [OH-]. The product is C#CCN1C(=O)c2cccc3c2N(CC3)c2ccccc21. RXN SMILES: [CH2:1]1[CH2:2][c:3]2[cH:4][cH:5][cH:6][c:7]3[c:13]2[N:12]1[c:11]1[c:10]([cH:17][cH:16][cH:15][cH:14]1)[NH:9][C:8]3=[O:18].[CH2:21]([C:22]#[CH:23])[Br:24].[CH3:27][N:28]([CH3:29])[CH:30]=[O:31].[H-:19].[Na+:20].[Na+:26].[OH-:25]>>[CH2:1]1[CH2:2][c:3]2[cH:4][cH:5][cH:6][c:7]3[c:13]2[N:12]1[c:11]1[c:10]([cH:17][cH:16][cH:15][cH:14]1)[N:9]([CH2:23][C:22]#[CH:21])[C:8]3=[O:18]. Reactants: Cc1ccccc1, C[Si](C)(C)C=[N+]=[N-], CO, Cn1c(C(=O)O)ccc1S(N)(=O)=O. Yields the product COC(=O)c1ccc(S(N)(=O)=O)n1C. RXN SMILES: [CH3:14][c:15]1[cH:16][cH:17][cH:18][cH:19][cH:20]1.[CH3:21][Si:22]([CH:23]=[N+:24]=[N-:25])([CH3:26])[CH3:27].[CH3:28][OH:29].[NH2:1][S:2](=[O:3])(=[O:4])[c:5]1[cH:6][cH:7][c:8]([C:11](=[O:12])[OH:13])[n:9]1[CH3:10]>>[NH2:1][S:2](=[O:3])(=[O:4])[c:5]1[cH:6][cH:7][c:8]([C:11](=[O:12])[O:13][CH3:14])[n:9]1[CH3:10]. Reactants: CCN(C(C)C)C(C)C (DIEA), C(C)OC(C(C(=O)OCC)OC1=CC=C2C=C(NC2=C1)CN)=O (2-(2-Aminomethyl-1H-indol-6-yloxy)-malonic acid diethyl ester), C1(=CC=CC=C1)S(=O)(=O)Cl (benzenesulfonyl chloride). The solvent is C(Cl)Cl (DCM). Reaction conditions: time 2 hour. The product is C(C)OC(C(C(=O)OCC)OC1=CC=C2C=C(NC2=C1)CNS(=O)(=O)C1=CC=CC=C1)=O (2-[2-(Benzenesulfonylamino-methyl)-1H-indol-6-yloxy]-malonic acid diethyl ester). RXN SMILES: [CH2:1]([O:3][C:4](=[O:23])[CH:5]([O:11][C:12]1[CH:20]=[C:19]2[C:15]([CH:16]=[C:17]([CH2:21][NH2:22])[NH:18]2)=[CH:14][CH:13]=1)[C:6]([O:8][CH2:9][CH3:10])=[O:7])[CH3:2].CCN(C(C)C)C(C)C.[C:33]1([S:39](Cl)(=[O:41])=[O:40])[CH:38]=[CH:37][CH:36]=[CH:35][CH:34]=1>C(Cl)Cl>[CH2:9]([O:8][C:6](=[O:7])[CH:5]([O:11][C:12]1[CH:20]=[C:19]2[C:15]([CH:16]=[C:17]([CH2:21][NH:22][S:39]([C:33]3[CH:38]=[CH:37][CH:36]=[CH:35][CH:34]=3)(=[O:41])=[O:40])[NH:18]2)=[CH:14][CH:13]=1)[C:4]([O:3][CH2:1][CH3:2])=[O:23])[CH3:10]. Procedure: 2-(2-Aminomethyl-1H-indol-6-yloxy)-malonic acid diethyl ester (80 mg, 0.2 5 mmol) is dissolved in DCM (2 ml). DIEA (87 □l, 0.50 mmol) is added. To the solution, benzenesulfonyl chloride (44 mg, 0.25 mmol) is added. The reaction is stirred at room temperature for two hours. The reaction mixture is concentrated and the residue is purified by chromatography (30% ethyl acetate in hexanes) to give the title compound. Starting materials: CC1(OB(OC1(C)C)C=1C=NNC1)C (4-(4,4,5,5-Tetramethyl-[1,3,2]dioxaborolan-2-yl)-1H-pyrazole), BrCC(C)O (1-bromopropan-2-ol), C([O-])([O-])=O.[Cs+].[Cs+] (cesium carbonate). Solvent: CN(C)C=O (DMF). Reaction conditions: temperature 80 celsius. Product: CC1(OB(OC1(C)C)C=1C=NN(C1)CC(C)O)C (1-(4-(4,4,5,5-Tetramethyl-1,3,2-dioxaborolan-2-yl)-1H-pyrazol-1-yl)propan-2-ol). Yield: 79.9%. RXN SMILES: [CH3:1][C:2]1([CH3:14])[C:6]([CH3:8])([CH3:7])[O:5][B:4]([C:9]2[CH:10]=[N:11][NH:12][CH:13]=2)[O:3]1.Br[CH2:16][CH:17]([OH:19])[CH3:18].C(=O)([O-])[O-].[Cs+].[Cs+]>CN(C=O)C>[CH3:1][C:2]1([CH3:14])[C:6]([CH3:7])([CH3:8])[O:5][B:4]([C:9]2[CH:13]=[N:12][N:11]([CH2:16][CH:17]([OH:19])[CH3:18])[CH:10]=2)[O:3]1 |f:2.3.4|. Reported procedure: A mixture of 4-(4,4,5,5-Tetramethyl-[1,3,2]dioxaborolan-2-yl)-1H-pyrazole (500 mg, 2.58 mmoles, 1.0 equiv.), 1-bromopropan-2-ol (358 mg, 2.58 mmoles, 1.0 equiv.), and cesium carbonate (1010 mg, 3.09 mmoles, 1.20 equiv.) in DMF (10 mL) was heated in an oil bath at 80° C. for 16 hours. LCMS indicated the reaction complete. The reaction was filtered and concentrated to dryness under high vacuum to give the desired product (520 mg). Reactants: COC1=C(C(=CC(=C1)OC)OC)C=CC=1SC=CC1 (2-[2-(2,4,6-trimethoxyphenyl) vinyl]thiophene), C(CCC)[Li] (n-butyllithium), ice water, CN(C=O)C (N,N-dimethylformamide). Run in O1CCCC1 (tetrahydrofuran). Run at time 1 hour. Product: COC1=C(C(=CC(=C1)OC)OC)C=CC1=CC=C(S1)C=O (5-[2-(2,4,6-trimethoxyphenyl)vinyl]thiophene-2-carbaldehyde). Isolated yield 69.4%. RXN SMILES: [CH3:1][O:2][C:3]1[CH:8]=[C:7]([O:9][CH3:10])[CH:6]=[C:5]([O:11][CH3:12])[C:4]=1[CH:13]=[CH:14][C:15]1[S:16][CH:17]=[CH:18][CH:19]=1.C([Li])CCC.CN(C)[CH:27]=[O:28]>O1CCCC1>[CH3:12][O:11][C:5]1[CH:6]=[C:7]([O:9][CH3:10])[CH:8]=[C:3]([O:2][CH3:1])[C:4]=1[CH:13]=[CH:14][C:15]1[S:16][C:17]([CH:27]=[O:28])=[CH:18][CH:19]=1. Procedure details: In a stream of argon, in 10 ml of tetrahydrofuran was dissolved 500 mg (1.80 mmol) of 2-[2-(2,4,6-trimethoxyphenyl) vinyl]thiophene, and 1.27 ml of n-butyllithium (1.6 M solution in hexane) (2.03 mmol) was added dropwise thereto under cooling. The mixture was stirred for 1 hour. To this mixture, 0.16 ml (2.00 mmol) of N,N-dimethylformamide was added dropwise and reacted. After reacted at gradually increasing temperature, the reaction mixture was stirred at room temperature for 12 hours. The mixt... Starting materials: FC(OC1=CC=C(C=C1)C1=CC=C(C=C1)SCC=1C=C(OC1C)C(=O)O)F (4-(4′-Difluoromethoxy-biphenyl-4-ylsulphanylmethyl)-5-methyl-furan-2-carboxylic acid), CC1=C(C=CC=C1)S(=O)(=O)N (2-methyl-benzenesulphonamide). Reported procedure: Compound (154) was prepared from compound (153) and 2-methyl-benzenesulphonamide by adapting the procedure of Example 34(c). LC/MS System D; Rt=11.61 mins, m/z (ES+)=544 (M+H for C27H23F2NO5S2). Reaction SMILES: [F:1][CH:2]([F:27])[O:3][C:4]1[CH:9]=[CH:8][C:7]([C:10]2[CH:15]=[CH:14][C:13]([S:16][CH2:17][C:18]3[CH:19]=[C:20]([C:24](O)=[O:25])[O:21][C:22]=3[CH3:23])=[CH:12][CH:11]=2)=[CH:6][CH:5]=1.[CH3:28][C:29]1[CH:34]=[CH:33][CH:32]=[CH:31][C:30]=1[S:35]([NH2:38])(=[O:37])=[O:36]>>[F:1][CH:2]([F:27])[O:3][C:4]1[CH:5]=[CH:6][C:7]([C:10]2[CH:11]=[CH:12][C:13]([S:16][CH2:17][C:18]3[CH:19]=[C:20]([C:24]([NH:38][S:35]([C:30]4[CH:31]=[CH:32][CH:33]=[CH:34][C:29]=4[CH3:28])(=[O:36])=[O:37])=[O:25])[O:21][C:22]=3[CH3:23])=[CH:14][CH:15]=2)=[CH:8][CH:9]=1. Product: FC(OC1=CC=C(C=C1)C1=CC=C(C=C1)SCC=1C=C(OC1C)C(=O)NS(=O)(=O)C1=C(C=CC=C1)C)F (N-[4-(4′-Difluoromethoxy-biphenyl-4-ylsulphanylmethyl)-5-methyl-furan-2-carbonyl]-2-methyl-benzenesulphonamide). Reactants: C(C)(=O)OC(CC)[C@H]1O[C@H](C(C1)=O)N1C(SC2=C1N=C(NC2=O)N)=O (1-[(2S,5R)-5-(5-amino-2,7-dioxo-6H-thiazolo[4,5-d]pyrimidin-3-yl)-4-oxo-tetrahydrofuran-2-yl]propyl acetate), C(C)(=O)OC(CC)[C@H]1O[C@H](C(C1)=O)N1C(SC2=C1N=C(NC2=O)N)=O (1-[(2S,5R)-5-(5-amino-2,7-dioxo-6H-thiazolo[4,5-d]pyrimidin-3-yl)-4-oxo-tetrahydrofuran-2-yl]propyl acetate), [H-].C(C)(C)(C)O[Al](OC(C)(C)C)OC(C)(C)C.[Li+] (lithium tri-tert-butoxyaluminum hydride). Yields the product C(C)(=O)OC(CC)[C@H]1O[C@H]([C@H](C1)O)N1C(SC2=C1N=C(NC2=O)N)=O (1-[(2S,4S,5R)-5-(5-amino-2,7-dioxo-6H-thiazolo[4,5-d]pyrimidin-3-yl)-4-hydroxy-tetrahydrofuran-2-yl]propyl acetate). Solvent: C1CCOC1 (THF). Conditions: time 2 hour. Reported procedure: To a stirred solution of 1-[(2S,5R)-5-(5-amino-2,7-dioxo-6H-thiazolo[4,5-d]pyrimidin-3-yl)-4-oxo-tetrahydrofuran-2-yl]propyl acetate (compound 22b, 2.8 g, 7.6 mmol) in THF (50 mL) was added lithium tri-tert-butoxyaluminum hydride (1M in THF, 15 mL, 15 mmol). After being stirred at room temperature for 2 hours, the resulting solution was quenched by saturated NH4Cl solution and filtered. The filtrate was concentrated in vacuo and the residue was purified by column chromatography on silica gel (el... As a reaction SMILES: [C:1]([O:4][CH:5]([C@@H:8]1[CH2:12][C:11](=[O:13])[C@H:10]([N:14]2[C:18]3[N:19]=[C:20]([NH2:24])[NH:21][C:22](=[O:23])[C:17]=3[S:16][C:15]2=[O:25])[O:9]1)[CH2:6][CH3:7])(=[O:3])[CH3:2].[H-].C(O[Al](OC(C)(C)C)OC(C)(C)C)(C)(C)C.[Li+]>C1COCC1>[C:1]([O:4][CH:5]([C@@H:8]1[CH2:12][C@H:11]([OH:13])[C@H:10]([N:14]2[C:18]3[N:19]=[C:20]([NH2:24])[NH:21][C:22](=[O:23])[C:17]=3[S:16][C:15]2=[O:25])[O:9]1)[CH2:6][CH3:7])(=[O:3])[CH3:2] |f:1.2.3|. Isolated yield 62.5%. Reactants: mercuric chloride, C1=CC=CC=2C(C3=C(C=CC21)C=CC=C3)C3CCNCC3 (4-(5H-dibenzo[a,d]cyclohepten-5-yl)piperidine), C1(CCCCC1)=O (cyclohexanone), [Al] (aluminum). Run in CO (methanol). Run at time 24 hour. Yields the product C1=CC=CC=2C(C3=C(C=CC21)C=CC=C3)C3CCN(CC3)C3CCCCC3 (4-(5H-Dibenzo[a,d]cyclohepten-5-yl)-1-cyclohexylpiperidine). RXN SMILES: [CH:1]1[C:11]2[CH:10]=[CH:9][C:8]3[CH:12]=[CH:13][CH:14]=[CH:15][C:7]=3[CH:6]([CH:16]3[CH2:21][CH2:20][NH:19][CH2:18][CH2:17]3)[C:5]=2[CH:4]=[CH:3][CH:2]=1.[C:22]1(=O)[CH2:27][CH2:26][CH2:25][CH2:24][CH2:23]1.[Al]>CO>[CH:12]1[C:8]2[CH:9]=[CH:10][C:11]3[CH:1]=[CH:2][CH:3]=[CH:4][C:5]=3[CH:6]([CH:16]3[CH2:17][CH2:18][N:19]([CH:22]4[CH2:27][CH2:26][CH2:25][CH2:24][CH2:23]4)[CH2:20][CH2:21]3)[C:7]=2[CH:15]=[CH:14][CH:13]=1. Procedure: 0.50 gram (1.8 millimoles) of 4-(5H-dibenzo[a,d]cyclohepten-5-yl)piperidine, 6.68 gram (68.1 millimoles) of cyclohexanone, 0.49 gram of finely cut bits of aluminum foil and 15 milliliters of methanol were mixed together. To the mixture, 0.01 gram (0.04 millimole) of mercuric chloride was added and the resulting mixture stirred at ambient temperature for 24 hours at which time a TLC analysis indicated complete consumption of the starting material and formation of a new product. The reaction mixtu...